Dataset: the Open Reaction Database (ORD), a public repository of structured organic reaction records. Task: describe an organic reaction: reactants, conditions, products, and yield The reactants are OC=1C=C(C=CC1)C1CNC=2N(C1)N=C(C2C(=O)N)C2=CC=C(C=C2)OC2=CC=CC=C2 (6-(3-hydroxyphenyl)-2-(4-phenoxyphenyl)-4,5,6,7-tetrahydropyrazolo[1,5-a]pyrimidine-3-carboxamide), Cl.ClCCN(C)C (2-chloro-N,N-dimethylethanamine hydrochloride), compound 9. The product is CN(CCOC=1C=C(C=CC1)C1CNC=2N(C1)N=C(C2C(=O)N)C2=CC=C(C=C2)OC2=CC=CC=C2)C (6-(3-(2-(Dimethylamino)ethoxy)phenyl)-2-(4-phenoxyphenyl)-4,5,6,7-tetra hydropyrazolo[1,5-a]pyrimidine-3-carboxamide). As a reaction SMILES: [OH:1][C:2]1[CH:3]=[C:4]([CH:8]2[CH2:13][N:12]3[N:14]=[C:15]([C:20]4[CH:25]=[CH:24][C:23]([O:26][C:27]5[CH:32]=[CH:31][CH:30]=[CH:29][CH:28]=5)=[CH:22][CH:21]=4)[C:16]([C:17]([NH2:19])=[O:18])=[C:11]3[NH:10][CH2:9]2)[CH:5]=[CH:6][CH:7]=1.Cl.Cl[CH2:35][CH2:36][N:37]([CH3:39])[CH3:38]>>[CH3:38][N:37]([CH3:39])[CH2:36][CH2:35][O:1][C:2]1[CH:3]=[C:4]([CH:8]2[CH2:13][N:12]3[N:14]=[C:15]([C:20]4[CH:25]=[CH:24][C:23]([O:26][C:27]5[CH:28]=[CH:29][CH:30]=[CH:31][CH:32]=5)=[CH:22][CH:21]=4)[C:16]([C:17]([NH2:19])=[O:18])=[C:11]3[NH:10][CH2:9]2)[CH:5]=[CH:6][CH:7]=1 |f:1.2|. Procedure: The desired product was prepared from 6-(3-hydroxyphenyl)-2-(4-phenoxyphenyl)-4,5,6,7-tetrahydropyrazolo[1,5-a]pyrimidine-3-carboxamide and 2-chloro-N,N-dimethylethanamine hydrochloride using the procedure similar to step 7 for compound 9. 1H NMR (400 MHz, DMSO-d6) δ 7.52 (d, J=8.4 Hz, 2H), 7.46-7.38 (m, 2H), 7.29 (t, J=7.6 Hz, 1H), 7.18 (t, J=7.6 Hz, 1H), 7.10-7.05 (m, 4H), 6.98-6.96 (m, 2H), 6.90-6.88 (m, 1H), 6.81 (d, J=2.4 Hz, 1H), 4.25-4.20 (m, 1H), 4.16-4.11 (m, 3H), 3.50-3.47 (m, 1H), 3.4... Reactants: BrCCc1ccccn1, Br, CCO, N#Cc1c(-c2ccco2)cc(N)[nH]c1=S. Product: N#Cc1c(-c2ccco2)cc(N)nc1SCCc1ccccn1. As a reaction SMILES: [Br:17][CH2:18][CH2:19][c:20]1[n:21][cH:22][cH:23][cH:24][cH:25]1.[BrH:16].[CH3:26][CH2:27][OH:28].[NH2:1][c:2]1[cH:3][c:4](-[c:11]2[o:12][cH:13][cH:14][cH:15]2)[c:5]([C:9]#[N:10])[c:6](=[S:8])[nH:7]1>>[NH2:1][c:2]1[cH:3][c:4](-[c:11]2[o:12][cH:13][cH:14][cH:15]2)[c:5]([C:9]#[N:10])[c:6]([S:8][CH2:18][CH2:19][c:20]2[n:21][cH:22][cH:23][cH:24][cH:25]2)[n:7]1. The reactants are COC(=O)C(OCC1(c2ccc(F)cc2)CCN(C(=O)OC(C)(C)C)CC1)c1cc(Cl)cc2cn(COCC[Si](C)(C)C)nc12, O=C(O)C(F)(F)F. Yields the product COC(=O)C(OCC1(c2ccc(F)cc2)CCN(C(=O)OC(C)(C)C)CC1)c1cc(Cl)cc2cn[nH]c12. As a reaction SMILES: [Cl:1][c:2]1[cH:3][c:4]2[cH:5][n:6]([CH2:38][O:39][CH2:40][CH2:41][Si:42]([CH3:43])([CH3:44])[CH3:45])[n:7][c:8]2[c:9]([CH:11]([C:12](=[O:13])[O:14][CH3:15])[O:16][CH2:17][C:18]2([c:31]3[cH:32][cH:33][c:34]([F:37])[cH:35][cH:36]3)[CH2:19][CH2:20][N:21]([C:24](=[O:25])[O:26][C:27]([CH3:28])([CH3:29])[CH3:30])[CH2:22][CH2:23]2)[cH:10]1.[OH:46][C:47]([C:48]([F:49])([F:50])[F:51])=[O:52]>>[Cl:1][c:2]1[cH:3][c:4]2[cH:5][n:6][nH:7][c:8]2[c:9]([CH:11]([C:12](=[O:13])[O:14][CH3:15])[O:16][CH2:17][C:18]2([c:31]3[cH:32][cH:33][c:34]([F:37])[cH:35][cH:36]3)[CH2:19][CH2:20][N:21]([C:24](=[O:25])[O:26][C:27]([CH3:28])([CH3:29])[CH3:30])[CH2:22][CH2:23]2)[cH:10]1. Starting materials: C(C)(C)(C)OC(=O)N1CCC(CC1)NC1=NC(=CC2=CC=CC=C12)Cl (4-(3-chloro-isoquinolin-1-ylamino)-piperidine-1-carboxylic acid tert-butyl ester). Run in Cl (HCl), O1CCOCC1 (dioxane). Product: Cl.Cl.ClC=1N=C(C2=CC=CC=C2C1)NC1CCNCC1 ((3-Chloro-isoquinolin-1-yl)-piperidin-4-yl-amine dihydrochloride). RXN SMILES: C(OC([N:8]1[CH2:13][CH2:12][CH:11]([NH:14][C:15]2[C:24]3[C:19](=[CH:20][CH:21]=[CH:22][CH:23]=3)[CH:18]=[C:17]([Cl:25])[N:16]=2)[CH2:10][CH2:9]1)=O)(C)(C)C>Cl.O1CCOCC1>[ClH:25].[ClH:25].[Cl:25][C:17]1[N:16]=[C:15]([NH:14][CH:11]2[CH2:12][CH2:13][NH:8][CH2:9][CH2:10]2)[C:24]2[C:19]([CH:18]=1)=[CH:20][CH:21]=[CH:22][CH:23]=2 |f:3.4.5|. Procedure: A solution of 4-(3-chloro-isoquinolin-1-ylamino)-piperidine-1-carboxylic acid tert-butyl ester (1.14 g, 3.15 mmol) in 4 M HCl in dioxane (100 mL) was stirred at rt for 1 h. The solvent was removed under reduced pressure and the crude product used in the consecutive step without further purification assuming quantitative deprotection and formation of the dihydrochloride salt. MS (ISP): 262.3 [M+H]+. Starting materials: C=1C=C[NH+]=CC1.[O-][Cr](=O)(=O)Cl (PCC), COC=1C=C(COCC(C(C(C)(C)C)O)(C)C)C=CC1 (1-(3-methoxybenzyloxy)-2,2,4,4-tetramethyl-3-pentanol), COC=1C=C(COCC(C(C(C)(C)C)O)(C)C)C=CC1 (1-(3-methoxybenzyloxy)-2,2,4,4-tetramethyl-3-pentanol), C=1C=C[NH+]=CC1.[O-][Cr](=O)(=O)Cl (PCC). Solvent: ClCCl (dichloromethane). The product is COC=1C=C(COCC(C(C(C)(C)C)=O)(C)C)C=CC1 (1-(3-methoxybenzyloxy)-2,2,4,4-tetramethyl-3-pentanon). Yield: 94.0%. RXN SMILES: [CH3:1][O:2][C:3]1[CH:4]=[C:5]([CH:18]=[CH:19][CH:20]=1)[CH2:6][O:7][CH2:8][C:9]([CH3:17])([CH3:16])[CH:10]([OH:15])[C:11]([CH3:14])([CH3:13])[CH3:12].C1C=C[NH+]=CC=1.[O-][Cr](Cl)(=O)=O>ClCCl>[CH3:1][O:2][C:3]1[CH:4]=[C:5]([CH:18]=[CH:19][CH:20]=1)[CH2:6][O:7][CH2:8][C:9]([CH3:17])([CH3:16])[C:10](=[O:15])[C:11]([CH3:13])([CH3:14])[CH3:12] |f:1.2|. Procedure details: In nitrogen atmosphere at a room temperature, 9.9 g of Celite and 4.61 g (16.5 mmol) of 1-(3-methoxybenzyloxy)-2,2,4,4-tetramethyl-3-pentanol (Compound [48]) were added to 75 ml of dichloromethane and the mixture was stirred. After adding 4.26 g (19.7 mmol) of PCC and stirring for 7 hours, 800 mg (3.71 mmol) of PCC was added and then the reaction mixture was stirred over night. Adding ether to the reaction mixture, the resulting mixture was filtrated by Celite and the filtrate was concentrated. ... Starting materials: potassium(bistrimethylsilyl)amide, CS(=O)(=O)Cl (methanesulfonyl chloride), NC1=C(C(NC2=CC(=CC=C12)Cl)=O)C1=CC=CC=C1 (4-amino-7-chloro-3-phenyl-2(1H)-quinolone), potassium (bistrimethylsilyl) amide, FC(S(=O)(=O)O[Si](C)(C)C(C)(C)C)(F)F (tert-butyldimethylsilyl trifluoromethanesulfonate). The solvent is O1CCCC1 (tetrahydrofuran). Yields the product ClC1=CC=C2C(=C(C(NC2=C1)=O)C1=CC=CC=C1)NS(=O)(=O)C (7-Chloro-4-methanesulphonamido-3-phenyl-2(1H)-quinolone). As a reaction SMILES: [NH2:1][C:2]1[C:11]2[C:6](=[CH:7][C:8]([Cl:12])=[CH:9][CH:10]=2)[NH:5][C:4](=[O:13])[C:3]=1[C:14]1[CH:19]=[CH:18][CH:17]=[CH:16][CH:15]=1.F[C:21](F)(F)[S:22](O[Si](C(C)(C)C)(C)C)(=[O:24])=[O:23].CS(Cl)(=O)=O>O1CCCC1>[Cl:12][C:8]1[CH:7]=[C:6]2[C:11]([C:2]([NH:1][S:22]([CH3:21])(=[O:24])=[O:23])=[C:3]([C:14]3[CH:19]=[CH:18][CH:17]=[CH:16][CH:15]=3)[C:4](=[O:13])[NH:5]2)=[CH:10][CH:9]=1. Procedure details: A solution of 4-amino-7-chloro-3-phenyl-2(1H)-quinolone (0.55 g, 2 mmol) (Example 2) and potassium (bistrimethylsilyl) amide (4 ml, 0.5M solution in toluene) in 50 ml tetrahydrofuran were stirred for 10 mins prior to the addition of tert-butyldimethylsilyl trifluoromethanesulfonate (6.1 ml). After a further 10 mins a further portion of potassium(bistrimethylsilyl)amide (6.1 ml) was added followed after 10 mins by methanesulfonyl chloride (0.48 ml). The solvent was removed in vacuo after one hour... The reactants are C(C)N (ethylamine), F[B-](F)(F)F.N1(N=NC2=C1C=CC=C2)OC(=[N+](C)C)N(C)C (2-(1H-Benzotriazol-1-yl)-1,1,3,3-tetramethyluronium tetrafluoroborate), OC(C[C@@]1(CCN(C(O1)=O)[C@@H](C)C1=CC=C(C=C1)C=1C=CC(=NC1)C(=O)O)C1=CC=CC=C1)(C)C (5-(4-{(S)-1-[(S)-6-(2-hydroxy-2-methyl-propyl)-2-oxo-6-phenyl-[1,3]oxazinan-3-yl]ethyl}-phenyl)-pyridine-2-carboxylic acid), C(C)(C)N(CC)C(C)C (diisopropylethylamine). The solvent is CN(C=O)C (dimethylformamide). Reaction conditions: time 8 hour. Product: C(C)NC(=O)C1=NC=C(C=C1)C1=CC=C(C=C1)[C@H](C)N1C(O[C@](CC1)(C1=CC=CC=C1)CC(C)(C)O)=O (5-(4-{(S)-1-[(S)-6-(2-Hydroxy-2-methyl-propyl)-2-oxo-6-phenyl-[1,3]oxazinan-3-yl]-ethyl}-phenyl)-pyridine-2-carboxylic acid ethylamide). RXN SMILES: F[B-](F)(F)F.[N:6]1(OC(N(C)C)=[N+](C)C)[C:10]2C=CC=C[C:9]=2N=N1.[OH:23][C:24]([CH3:57])([CH3:56])[CH2:25][C@@:26]1([C:50]2[CH:55]=[CH:54][CH:53]=[CH:52][CH:51]=2)[O:31][C:30](=[O:32])[N:29]([C@H:33]([C:35]2[CH:40]=[CH:39][C:38]([C:41]3[CH:42]=[CH:43][C:44]([C:47]([OH:49])=O)=[N:45][CH:46]=3)=[CH:37][CH:36]=2)[CH3:34])[CH2:28][CH2:27]1.C(N(C(C)C)CC)(C)C.C(N)C>CN(C)C=O>[CH2:10]([NH:6][C:47]([C:44]1[CH:43]=[CH:42][C:41]([C:38]2[CH:37]=[CH:36][C:35]([C@@H:33]([N:29]3[CH2:28][CH2:27][C@:26]([CH2:25][C:24]([OH:23])([CH3:56])[CH3:57])([C:50]4[CH:51]=[CH:52][CH:53]=[CH:54][CH:55]=4)[O:31][C:30]3=[O:32])[CH3:34])=[CH:40][CH:39]=2)=[CH:46][N:45]=1)=[O:49])[CH3:9] |f:0.1|. Procedure: 2-(1H-Benzotriazol-1-yl)-1,1,3,3-tetramethyluronium tetrafluoroborate (75 mg) was added to a solution of 5-(4-{(S)-1-[(S)-6-(2-hydroxy-2-methyl-propyl)-2-oxo-6-phenyl-[1,3]oxazinan-3-yl]ethyl}-phenyl)-pyridine-2-carboxylic acid (0.10 g) and diisopropylethylamine (50 μL) in dimethylformamide (1 mL) at room temperature. The resulting solution was stirred for 25 min, before ethylamine (70% in water, 50 μL) was added. The solution was stirred at room temperature overnight and then concentrated under...